describe an organic reaction: reactants, conditions, products, and yield From a dataset of the Open Reaction Database (ORD), a public repository of structured organic reaction records. Starting materials: ClC1=CN=CC(=N1)NCC1=CC=C(C=C1)F (6-chloro-N-(4-fluorobenzyl)pyrazin-2-amine), N1C=NC=C1 (imidazole). The product is FC1=CC=C(CNC2=NC(=CN=C2)N2C=NC=C2)C=C1 (N-(4-Fluorobenzyl)-6-(1H-imidazol-1-yl)pyrazin-2-amine). Isolated yield 77.2%. As a reaction SMILES: Cl[C:2]1[N:7]=[C:6]([NH:8][CH2:9][C:10]2[CH:15]=[CH:14][C:13]([F:16])=[CH:12][CH:11]=2)[CH:5]=[N:4][CH:3]=1.[NH:17]1[CH:21]=[CH:20][N:19]=[CH:18]1>>[F:16][C:13]1[CH:14]=[CH:15][C:10]([CH2:9][NH:8][C:6]2[CH:5]=[N:4][CH:3]=[C:2]([N:17]3[CH:21]=[CH:20][N:19]=[CH:18]3)[N:7]=2)=[CH:11][CH:12]=1. Reported procedure: In a procedure analogous to example 2, reaction of 6-chloro-N-(4-fluorobenzyl)pyrazin-2-amine (240 mg, 1.01 mmol) and imidazole (76 mg, 1.11 mmol) furnished the product (210 mg, 65%). Starting materials: C(=O)(N1C=NC=C1)N1C=NC=C1 (carbonyldiimidazole), COC(C1=C(C(=CC=C1)F)[N+](=O)[O-])=O (3-fluoro-2-nitrobenzoic acid methylester), C(C1=CC=CC=C1)(C1=CC=CC=C1)(C1=CC=CC=C1)N1C=NC(=C1)CC (1-trityl-4-ethyl imidazole), [H-].[Al+3].[Li+].[H-].[H-].[H-] (lithium aluminum hydride), NCCN1CCOCC1 (4-(2-aminoethyl)morpholine). The product is C(C)C1=CN=C2N1C1=CC=CC(=C1NC2=O)CNCCN2CCOCC2 (1-Ethyl-6-[((2-(morpholin-4-yl)ethyl)amino)methyl]imidazo[1,2-a]-quinoxalin-4(5H)-one). As a reaction SMILES: CO[C:3](=O)[C:4]1[CH:9]=[CH:8][CH:7]=[C:6](F)[C:5]=1[N+:11]([O-])=O.C([N:34]1[CH:38]=[C:37]([CH2:39][CH3:40])[N:36]=[CH:35]1)(C1C=CC=CC=1)(C1C=CC=CC=1)C1C=CC=CC=1.[NH2:41][CH2:42][CH2:43][N:44]1[CH2:49][CH2:48][O:47][CH2:46][CH2:45]1.[C:50](N1C=CN=C1)(N1C=CN=C1)=[O:51].[H-].[Al+3].[Li+].[H-].[H-].[H-]>>[CH2:39]([C:37]1[N:36]2[C:6]3[C:5]([NH:11][C:50](=[O:51])[C:35]2=[N:34][CH:38]=1)=[C:4]([CH2:3][NH:41][CH2:42][CH2:43][N:44]1[CH2:49][CH2:48][O:47][CH2:46][CH2:45]1)[CH:9]=[CH:8][CH:7]=3)[CH3:40] |f:4.5.6.7.8.9|. Reported procedure: Treat 3-fluoro-2-nitrobenzoic acid methylester with 1-trityl-4-ethyl imidazole, followed by treatment with 4-(2-aminoethyl)morpholine and catalytic hydrogenation cyclization with carbonyldiimidazole, followed by reduction with lithium aluminum hydride to provide the title compound. The reactants are COC(C1=C(C=C(C(=C1)N1C=NN=C1)C(F)(F)F)NC(C)=O)=O (2-acetylamino-5-[1,2,4]triazol-4-yl-4-trifluoromethyl-benzoic acid methyl ester), OS(=O)(=O)O (H2SO4). Solvent: CO (methanol), O (water). Yields the product COC(C1=C(C=C(C(=C1)N1C=NN=C1)C(F)(F)F)N)=O (2-amino-5-[1,2,4]triazol-4-yl-4-trifluoromethyl-benzoic acid methyl ester). Isolated yield 71.3%. RXN SMILES: [CH3:1][O:2][C:3](=[O:23])[C:4]1[CH:9]=[C:8]([N:10]2[CH:14]=[N:13][N:12]=[CH:11]2)[C:7]([C:15]([F:18])([F:17])[F:16])=[CH:6][C:5]=1[NH:19]C(=O)C.OS(O)(=O)=O>CO.O>[CH3:1][O:2][C:3](=[O:23])[C:4]1[CH:9]=[C:8]([N:10]2[CH:11]=[N:12][N:13]=[CH:14]2)[C:7]([C:15]([F:18])([F:16])[F:17])=[CH:6][C:5]=1[NH2:19]. Procedure: A solution of 450 mg (1.43 mmol) of 2-acetylamino-5-[1,2,4]triazol-4-yl-4-trifluoromethyl-benzoic acid methyl ester in 5 ml methanol and 1 ml water is cooled to 0° C. and treated dropwise with 0.6 ml (11.3 mmol) of concentrated H2SO4. The mixture is then heated to reflux for 30 minutes and allowed to cool to room temperature. It is poured onto ice and the resulting mixture extracted with ethyl acetate. The organic phase is dried over Na2SO4, filtered and concentrated in vacuo. The crude product ... Starting materials: CC(C)(C)[Si](OCCOCC(Oc1ncnc2c1cnn2-c1ccccc1Cl)C(=O)Nc1ccc(C#N)cn1)(c1ccccc1)c1ccccc1, CS(C)=O. Yields the product N#Cc1ccc(NC(=O)C(COCCO)Oc2ncnc3c2cnn3-c2ccccc2Cl)nc1. Reaction SMILES: [C:1]([Si:2]([c:3]1[cH:4][cH:5][cH:40][cH:41][cH:42]1)([O:6][CH2:7][CH2:8][O:9][CH2:10][CH:11]([C:12](=[O:13])[NH:14][c:15]1[n:16][cH:17][c:18]([C:21]#[N:22])[cH:19][cH:20]1)[O:23][c:24]1[c:25]2[c:26]([n:27][cH:28][n:29]1)[n:30](-[c:33]1[c:34]([Cl:39])[cH:35][cH:36][cH:37][cH:38]1)[n:31][cH:32]2)[c:43]1[cH:44][cH:45][cH:46][cH:47][cH:48]1)([CH3:49])([CH3:50])[CH3:51].[CH3:52][S:53]([CH3:54])=[O:55]>>[OH:6][CH2:7][CH2:8][O:9][CH2:10][CH:11]([C:12](=[O:13])[NH:14][c:15]1[n:16][cH:17][c:18]([C:21]#[N:22])[cH:19][cH:20]1)[O:23][c:24]1[c:25]2[c:26]([n:27][cH:28][n:29]1)[n:30](-[c:33]1[c:34]([Cl:39])[cH:35][cH:36][cH:37][cH:38]1)[n:31][cH:32]2. Reactants: [BH4-], C#CCOC(C)(C)c1cc(C(=O)OCC)no1, CCO, [Na+], O. Product: C#CCOC(C)(C)c1cc(CO)no1. RXN SMILES: [BH4-:18].[CH3:1][C:2]([CH3:3])([O:4][CH2:5][C:6]#[CH:7])[c:8]1[cH:9][c:10]([C:13](=[O:14])[O:15][CH2:16][CH3:17])[n:11][o:12]1.[CH3:21][CH2:22][OH:23].[Na+:19].[OH2:20]>>[CH3:1][C:2]([CH3:3])([O:4][CH2:5][C:6]#[CH:7])[c:8]1[cH:9][c:10]([CH2:13][OH:14])[n:11][o:12]1. The reactants are C(C1=CC=CC=C1)OC(=O)N(CCC1=CC(=C(C=C1)OC)OC)CC(C1=CC=C(C=C1)OC(CCCCCCCCCCCCCCC)=O)O (N-benzyloxycarbonyl-α-(3,4-dimethoxyphenethylaminomethyl)-4-palmitoyloxybenzylalcohol). Reagents/catalysts: [C].[Pd] (palladium-carbon). Solvent: CO (methanol), [H][H] (hydrogen). Product: COC=1C=C(CCNCC(C2=CC=C(C=C2)OC(CCCCCCCCCCCCCCC)=O)O)C=CC1OC (α-(3,4-dimethoxyphenethylaminomethyl)-4-palmitoyloxybenzylalcohol). Yield: 111.7%. Reaction SMILES: C(OC([N:11]([CH2:24][CH:25]([OH:50])[C:26]1[CH:31]=[CH:30][C:29]([O:32][C:33](=[O:49])[CH2:34][CH2:35][CH2:36][CH2:37][CH2:38][CH2:39][CH2:40][CH2:41][CH2:42][CH2:43][CH2:44][CH2:45][CH2:46][CH2:47][CH3:48])=[CH:28][CH:27]=1)[CH2:12][CH2:13][C:14]1[CH:19]=[CH:18][C:17]([O:20][CH3:21])=[C:16]([O:22][CH3:23])[CH:15]=1)=O)C1C=CC=CC=1>CO.[H][H].[C].[Pd]>[CH3:23][O:22][C:16]1[CH:15]=[C:14]([CH:19]=[CH:18][C:17]=1[O:20][CH3:21])[CH2:13][CH2:12][NH:11][CH2:24][CH:25]([OH:50])[C:26]1[CH:31]=[CH:30][C:29]([O:32][C:33](=[O:49])[CH2:34][CH2:35][CH2:36][CH2:37][CH2:38][CH2:39][CH2:40][CH2:41][CH2:42][CH2:43][CH2:44][CH2:45][CH2:46][CH2:47][CH3:48])=[CH:28][CH:27]=1 |f:3.4|. Reported procedure: 2.0 g of N-benzyloxycarbonyl-α-(3,4-dimethoxyphenethylaminomethyl)-4-palmitoyloxybenzylalcohol were dissolved in 40 ml of methanol, and 0.4 g of 10% palladium-carbon was added thereto. The mixture was shaken at room temperature in hydrogen atmosphere for one hour under atmospheric pressure. The reaction mixture was filtered to remove the catalyst, and the filtrate was evaporated to remove solvent. The residue thus obtained was recrystallized from methanol. 1.8 g of α-(3,4-dimethoxyphenethylamino... The reactants are C1(=CC=CC=C1)C#C (phenylacetylene), IC1=C(N)C=CC=C1 (2-iodoaniline). Yields the product C1(=CC=CC=C1)C=1NC2=CC=CC=C2C1 (2-phenyl-1H-indole). Reaction SMILES: [C:1]1([C:7]#[CH:8])[CH:6]=[CH:5][CH:4]=[CH:3][CH:2]=1.I[C:10]1[CH:16]=[CH:15][CH:14]=[CH:13][C:11]=1[NH2:12]>>[C:1]1([C:7]2[NH:12][C:11]3[C:13]([CH:8]=2)=[CH:14][CH:15]=[CH:16][CH:10]=3)[CH:6]=[CH:5][CH:4]=[CH:3][CH:2]=1. Reported procedure: The general procedure was used to convert phenylacetylene and 2-iodoaniline to the title product. Purification by flash chromatography gave the analytically pure product as a white solid (92% yield). 1H NMR (300 MHz, DMSO) δ 11.54 (s, 1H), 7.86-7.84 (d, J=7.15, 2H), 7.53-7.50 (d, J=7.72, 1H), 7.45-7.40 (t, J=7.72, 3H), 7.30-7.25 (t, J=7.34, 1H), 7.01-6.96 (t, J=6.97, 1H), 6.87 (s, 1H). 13C NMR (75 MHz, DMSO) δ 138.48, 138.01, 133.09, 132.43, 132.30, 129.76, 129.25, 128.24, 125.84, 122.44, 120.93...